The task is: describe an organic reaction: reactants, conditions, products, and yield. This data is from the Open Reaction Database (ORD), a public repository of structured organic reaction records. The reactants are Cc1c(C=O)cc(Br)n1S(=O)(=O)c1ccccc1, COCCOC, [Na+], [Na+], O=C([O-])[O-], O, c1ccc(P(c2ccccc2)(c2ccccc2)[Pd](P(c2ccccc2)(c2ccccc2)c2ccccc2)(P(c2ccccc2)(c2ccccc2)c2ccccc2)P(c2ccccc2)(c2ccccc2)c2ccccc2)cc1, OB(O)c1cccnc1. The product is Cc1c(C=O)cc(-c2cccnc2)n1S(=O)(=O)c1ccccc1. As a reaction SMILES: [Br:1][c:2]1[cH:3][c:4]([CH:17]=[O:18])[c:5]([CH3:16])[n:6]1[S:7](=[O:8])(=[O:9])[c:10]1[cH:11][cH:12][cH:13][cH:14][cH:15]1.[CH3:34][O:35][CH2:36][CH2:37][O:38][CH3:39].[Na+:28].[Na+:29].[O-:30][C:31](=[O:32])[O-:33].[OH2:40].[cH:41]1[cH:42][cH:43][c:44]([P:45]([Pd:46]([P:47]([c:48]2[cH:49][cH:50][cH:51][cH:52][cH:53]2)([c:54]2[cH:55][cH:56][cH:57][cH:58][cH:59]2)[c:60]2[cH:61][cH:62][cH:63][cH:64][cH:65]2)([P:66]([c:67]2[cH:68][cH:69][cH:70][cH:71][cH:72]2)([c:73]2[cH:74][cH:75][cH:76][cH:77][cH:78]2)[c:79]2[cH:80][cH:81][cH:82][cH:83][cH:84]2)[P:85]([c:86]2[cH:87][cH:88][cH:89][cH:90][cH:91]2)([c:92]2[cH:93][cH:94][cH:95][cH:96][cH:97]2)[c:98]2[cH:99][cH:100][cH:101][cH:102][cH:103]2)([c:104]2[cH:105][cH:106][cH:107][cH:108][cH:109]2)[c:110]2[cH:111][cH:112][cH:113][cH:114][cH:115]2)[cH:116][cH:117]1.[n:19]1[cH:20][c:21]([B:25]([OH:26])[OH:27])[cH:22][cH:23][cH:24]1>>[c:2]1(-[c:21]2[cH:20][n:19][cH:24][cH:23][cH:22]2)[cH:3][c:4]([CH:17]=[O:18])[c:5]([CH3:16])[n:6]1[S:7](=[O:8])(=[O:9])[c:10]1[cH:11][cH:12][cH:13][cH:14][cH:15]1. Run at time 10 minute. Run in C(Cl)Cl (methylene chloride), C(Cl)Cl (methylene chloride). Yields the product oil, BrC(=CC1CCC(CC1)=O)Br (4-(2,2-dibromovinyl)cyclohexanone). As a reaction SMILES: C1(P(C2C=CC=CC=2)C2C=CC=CC=2)C=CC=CC=1.[C:20]([Br:24])(Br)(Br)[Br:21].[CH:25]([CH:27]1[CH2:32][CH2:31][C:30](=[O:33])[CH2:29][CH2:28]1)=O>C(Cl)Cl>[Br:21][C:20]([Br:24])=[CH:25][CH:27]1[CH2:32][CH2:31][C:30](=[O:33])[CH2:29][CH2:28]1. The yield is 85.8%. Starting materials: C1(=CC=CC=C1)P(C1=CC=CC=C1)C1=CC=CC=C1 (triphenylphosphine), C(Br)(Br)(Br)Br (carbon tetrabromide), C(=O)C1CCC(CC1)=O (4-formylcyclohexanone). Procedure: A solution of 36.72 g of triphenylphosphine in 200 ml of methylene chloride was treated slowly at -20° C. with 23.22 g of carbon tetrabromide and stirred for a further 10 minutes. Subsequently, the mixture was added dropwise by means of a cannula to a solution, cooled to -60° C., of 6.30 g of 4-formylcyclohexanone in 100 ml of methylene chloride. The mixture was stirred at -60° C. for a further 15 minutes and then partitioned in water/methylene chloride. The aqueous phases were extracted a furth... Starting materials: CS(=O)(=O)C1=CC(=C(C(=O)Cl)C=C1S(=O)(=O)C)C (4,5-bismethanesulfonyl-2-methylbenzoyl chloride), NC(=N)N (guanidine), O (water). Run in CN(C)C=O (DMF). Conditions: time 5 hour. Product: CS(=O)(=O)C1=CC(=C(C(=O)NC(=N)N)C=C1S(=O)(=O)C)C (N-(4,5-bismethanesulfonyl-2-methylbenzoyl)guanidine). The yield is 64.8%. As a reaction SMILES: [CH3:1][S:2]([C:5]1[C:13]([S:14]([CH3:17])(=[O:16])=[O:15])=[CH:12][C:8]([C:9](Cl)=[O:10])=[C:7]([CH3:18])[CH:6]=1)(=[O:4])=[O:3].[NH2:19][C:20]([NH2:22])=[NH:21].O>CN(C=O)C>[CH3:1][S:2]([C:5]1[C:13]([S:14]([CH3:17])(=[O:16])=[O:15])=[CH:12][C:8]([C:9]([NH:21][C:20]([NH2:22])=[NH:19])=[O:10])=[C:7]([CH3:18])[CH:6]=1)(=[O:4])=[O:3]. Procedure details: A solution of 4,5-bismethanesulfonyl-2-methylbenzoyl chloride, prepared as described in 2.1., in 5 l of DMF is added dropwise at 12° to the guanidine solution prepared as described in 2.2. The reaction mixture is stirred at 20° for 5 hours, and 45 l of cold water (0-50) are added slowly. The deposited crystals are filtered off and rinsed with ice-water, acetonitrile and diethyl ether. The crude crystals are dissolved in 315 l of hot acetonitrile/water (20:1). The solution is treated with 200 g o... Procedure: To a solution of 1-chloro-4-(2,3,4,6-tetra-O-acetyl-D-glucopyranos-1-yl)-2-bromomethyl-benzene (2.0 g) in acetonitrile (20 mL) is added N-methylmorpholine-N-oxide (0.47 g). The resulting solution is stirred at ambient temperature for 2 h before more N-methylmorpholine-N-oxide (0.20 g) is added. After stirring at ambient temperature overnight, the solvent is removed under reduced pressure and the residue is filtered over silica gel eluting with dichloromethane. Reactants: ClC1=C(C=C(C=C1)C1(O)[C@H](OC(C)=O)[C@@H](OC(C)=O)[C@H](OC(C)=O)[C@H](O1)COC(C)=O)CBr (1-chloro-4-(2,3,4,6-tetra-O-acetyl-D-glucopyranos-1-yl)-2-bromomethyl-benzene), C[N+]1(CCOCC1)[O-] (N-methylmorpholine-N-oxide), C[N+]1(CCOCC1)[O-] (N-methylmorpholine-N-oxide). Reaction SMILES: [Cl:1][C:2]1[CH:7]=[CH:6][C:5]([C:8]2([O:26][C@H:25]([CH2:27][O:28][C:29](=[O:31])[CH3:30])[C@@H:20]([O:21][C:22](=[O:24])[CH3:23])[C@H:15]([O:16][C:17](=[O:19])[CH3:18])[C@H:10]2[O:11][C:12](=[O:14])[CH3:13])[OH:9])=[CH:4][C:3]=1[CH2:32]Br.C[N+]1([O-])CC[O:38]CC1>C(#N)C>[Cl:1][C:2]1[CH:7]=[CH:6][C:5]([C:8]2([O:26][C@H:25]([CH2:27][O:28][C:29](=[O:31])[CH3:30])[C@@H:20]([O:21][C:22](=[O:24])[CH3:23])[C@H:15]([O:16][C:17](=[O:19])[CH3:18])[C@H:10]2[O:11][C:12](=[O:14])[CH3:13])[OH:9])=[CH:4][C:3]=1[CH:32]=[O:38]. Solvent: C(C)#N (acetonitrile). Yields the product ClC1=C(C=O)C=C(C=C1)C1(O)[C@H](OC(C)=O)[C@@H](OC(C)=O)[C@H](OC(C)=O)[C@H](O1)COC(C)=O (2-Chloro-5-(2,3,4,6-tetra-O-acetyl-D-glucopyranos-1-yl)-benzaldehyde). Reaction conditions: time 8 hour. Starting materials: O[C@@H](CNCCC1=CC=C(NC2CCN(CC2)C(=O)NCCCCCCCC)C=C1)COC1=CC(=NC=C1)\N=N\C1=CC=C(C=C1)[N+](=O)[O-] (4-[4-(2-{[(2S)-2-Hydroxy-3-({2-[(E)-2-(4-nitrophenyl)diazenyl]-4-pyridinyl}oxy)propyl]amino}ethyl)anilino]-N-octyl-1-piperidinecarboxamide), C(C)O (ethanol), [H][H] (hydrogen). Reagents/catalysts: [Pd] (palladium on carbon). Yields the product C(CCCCCCC)NC(=O)N1CCC(CC1)NC1=CC=C(C=C1)CCNC[C@@H](COC=1C=NC(=CC1)N)O (4-(4-{2-[(2S)-3-(6-Amino-pyridin-3-yloxy)-2-hydroxy-propylamino]-ethyl}-phenylamino)-piperidine-1-carboxylic acid octylamide). RXN SMILES: [OH:1][C@H:2]([CH2:31][O:32]C1C=CN=C(/N=N/C2C=CC([N+]([O-])=O)=CC=2)C=1)[CH2:3][NH:4][CH2:5][CH2:6][C:7]1[CH:30]=[CH:29][C:10]([NH:11][CH:12]2[CH2:17][CH2:16][N:15]([C:18]([NH:20][CH2:21][CH2:22][CH2:23][CH2:24][CH2:25][CH2:26][CH2:27][CH3:28])=[O:19])[CH2:14][CH2:13]2)=[CH:9][CH:8]=1.[H][H].[CH2:52](O)[CH3:53]>[Pd]>[CH2:21]([NH:20][C:18]([N:15]1[CH2:16][CH2:17][CH:12]([NH:11][C:10]2[CH:9]=[CH:8][C:7]([CH2:6][CH2:5][NH:4][CH2:3][C@H:2]([OH:1])[CH2:31][O:32][C:13]3[CH:14]=[N:15][C:18]([NH2:20])=[CH:52][CH:53]=3)=[CH:30][CH:29]=2)[CH2:13][CH2:14]1)=[O:19])[CH2:22][CH2:23][CH2:24][CH2:25][CH2:26][CH2:27][CH3:28]. Procedure details: 4-[4-(2-{[(2S)-2-Hydroxy-3-({2-[(E)-2-(4-nitrophenyl)diazenyl]-4-pyridinyl}oxy)propyl]amino}ethyl)anilino]-N-octyl-1-piperidinecarboxamide (0.1 g, 0.15 mmol) was dissolved in ethanol (10 mL) and 10% palladium on carbon (0.015 g) added. The solution was shaken in a Parr apparatus at 50 psi hydrogen atmosphere for 1.5 hours, filtered through a Celite pad and the solvent removed in vacuo. The residue was purified by flash chromatography on silica gel Merck-60 (eluant: 10:1 chloroform-methanol) to f...